Task: describe an organic reaction: reactants, conditions, products, and yield. Dataset: the Open Reaction Database (ORD), a public repository of structured organic reaction records The reactants are [NH4+].[Cl-] (NH4Cl), C1(=CC=CC=C1)C#C (phenylacetylene), [Li]CCCC (n-BuLi), solution, [N-]=C=O (isocyanate), Acyl azide. The solvent is O (water), CCOCC (Et2O), C1CCOC1 (THF), C1CCOC1 (THF), C1=CC=CC=C1 (benzene). Conditions: temperature -78 celsius, time 50 minute. The product is solution, [Li]C1(CC=CC=C1)C#C (1-lithio-phenylacetylene). RXN SMILES: [C:1]1([C:7]#[CH:8])[CH:6]=[CH:5][CH:4]=[CH:3][CH:2]=1.[Li:9]CCCC.[N-]=C=O.[NH4+].[Cl-]>C1C=CC=CC=1.C1COCC1.CCOCC.O>[Li:9][C:1]1([C:7]#[CH:8])[CH:6]=[CH:5][CH:4]=[CH:3][CH2:2]1 |f:3.4|. Procedure details: Acyl azide 338 (7 mg, 0.0114 mmol) in benzene (1 mL) was stirred at 80° C. for 6 h, after which the solvent was removed and the residue dissolved in THF. In a separate flask, a 0.19 M solution of 1-lithio-phenylacetylene was prepared by deprotonation of phenylacetylene (in THF) with n-BuLi (0.88 equiv.) at −78° C. To this solution (0.2 mL, 0.19 M) in THF was added the isocyanate in THF (0.5 mL) at −78° C. After stirring at −78° C. for 50 min, saturated NH4Cl (3 mL) and water (0.6 mL) were added ... The reactants are CCOC(=O)CCCCBr, CN(C)C=O, [N-]=[N+]=[N-], [Na+], O. Product: CCOC(=O)CCCCN=[N+]=[N-]. RXN SMILES: [Br:1][CH2:2][CH2:3][CH2:4][CH2:5][C:6](=[O:7])[O:8][CH2:9][CH3:10].[CH3:15][N:16]([CH3:17])[CH:18]=[O:19].[N-:12]=[N+:13]=[N-:14].[Na+:11].[OH2:20]>>[CH2:2]([CH2:3][CH2:4][CH2:5][C:6](=[O:7])[O:8][CH2:9][CH3:10])[N:12]=[N+:13]=[N-:14]. The reactants are C1(CC1)CSC1CCC2(OCCO2)CC1 (8-[(Cyclopropylmethyl)thio]-1,4-dioxaspiro[4.5]decane), Cl (hydrochloric acid). Solvent: CC(=O)C (acetone). Conditions: time 8 hour. The product is C1(CC1)CSC1CCC(CC1)=O (4-[(cyclopropylmethyl)thio]cyclohexanone). Isolated yield 101.1%. RXN SMILES: [CH:1]1([CH2:4][S:5][CH:6]2[CH2:15][CH2:14][C:9]3(OCC[O:10]3)[CH2:8][CH2:7]2)[CH2:3][CH2:2]1.Cl>CC(C)=O>[CH:1]1([CH2:4][S:5][CH:6]2[CH2:15][CH2:14][C:9](=[O:10])[CH2:8][CH2:7]2)[CH2:3][CH2:2]1. Reported procedure: 8-[(Cyclopropylmethyl)thio]-1,4-dioxaspiro[4.5]decane (14.1 g, 61.7 mmol) was added to a stirred mixture of 1M hydrochloric acid (120 ml, 120 mmol) and acetone (300 ml) and the mixture was stirred at room temperature overnight. The acetone was removed by evaporation and the residue was extracted with ethyl acetate and washed with water, dried and evaporated to yield an oil used unpurified in the next step. 4-[(cyclopropylmethyl)thio]cyclohexanone (11.5 g, 62.4 mmol, 100% yield)